This data is from the Open Reaction Database (ORD), a public repository of structured organic reaction records. The task is: describe an organic reaction: reactants, conditions, products, and yield Starting materials: NC1=C(C=C(C=C1)Br)C(CC)(O)C=1SC=CC1 (1-(2-amino-5-bromophenyl)-1-thiophen-2-yl-propan-1-ol), ClCC(=O)Cl (chloroacetyl chloride). RXN SMILES: [NH2:1][C:2]1[CH:7]=[CH:6][C:5]([Br:8])=[CH:4][C:3]=1[C:9]([C:13]1[S:14][CH:15]=[CH:16][CH:17]=1)([OH:12])[CH2:10][CH3:11].[Cl:18][CH2:19][C:20](Cl)=[O:21]>>[Br:8][C:5]1[CH:6]=[CH:7][C:2]([NH:1][C:20](=[O:21])[CH2:19][Cl:18])=[C:3]([C:9]([OH:12])([C:13]2[S:14][CH:15]=[CH:16][CH:17]=2)[CH2:10][CH3:11])[CH:4]=1. Product: BrC1=CC(=C(C=C1)NC(CCl)=O)C(CC)(C=1SC=CC1)O (N-[4-Bromo-2-(1-hydroxy-1-thien-2-ylpropyl)phenyl]-2-chloroacetamide). Reported procedure: The title compound was prepared from 1-(2-amino-5-bromophenyl)-1-thiophen-2-yl-propan-1-ol and chloroacetyl chloride using the procedure described in example 1. 1H-NMR (CDCl3) δ 10.23 (s, 1H), 8.11 (d, J=8.7 Hz, 1H), 7.46 (dd, J=8.7, 2.3 Hz, 1H), 7.37 (d, J=2.3 Hz, 1H), 7.29 (dd, J=5.1, 1.0 Hz, 1H), 6.97 (m, 1H), 6.90 (dd, J=3.5, 1.0 Hz, 1H), 4.09 (m, 2H), 2.80 (s, 1H), 2.43 (m, 2H), 1.03 (t, J=7.3 Hz, 3H); MS (ES) m/z 386 (M−H)−; Anal Calc. For C15H15BrClNO2S: C, 46.35, H, 3.89; N, 3.60. Found:... The reactants are Br (hydrobromic acid), C(C1=CC=CC=C1)C1C(NC(NC1=O)=O)=O (5-benzylbarbituric Acid), BrBr (bromine). Run in O (water). Run at temperature 2.5 celsius, time 1 hour. Yields the product BrC1(C(NC(NC1=O)=O)=O)CC1=CC=CC=C1 (5-Bromo-5-benzylbarbituric Acid). Reaction SMILES: [CH2:1]([CH:8]1[C:13](=[O:14])[NH:12][C:11](=[O:15])[NH:10][C:9]1=[O:16])[C:2]1[CH:7]=[CH:6][CH:5]=[CH:4][CH:3]=1.[BrH:17].BrBr>O>[Br:17][C:8]1([CH2:1][C:2]2[CH:7]=[CH:6][CH:5]=[CH:4][CH:3]=2)[C:9](=[O:16])[NH:10][C:11](=[O:15])[NH:12][C:13]1=[O:14]. Reported procedure: To a suspension of 5-benzylbarbituric Acid (1.7 g) in 15 ml of water, cooled to 0-5° C. 1 ml of 48% hydrobromic acid are added followed by the addition dropwise of 0.437 ml of bromine into the reaction mixture. After 1 hour under stirring at a temperature below 10° C. the solid which formed is separated by filtration and washed with water. 2.17 g of the product are obtained, m.p. 164-166° C. The reactants are BrC=1C=CC=C2CC(COC12)N (8-bromo-3-aminochroman), ClCCCl (1,2-dichloroethane), C(CC)(=O)Cl (propionyl chloride), [BH4-].C(CCC)[N+](CCCC)(CCCC)CCCC (tetrabutylammonium borohydride). Solvent: C(Cl)Cl (CH2Cl2), C(=O)([O-])[O-].[Na+].[Na+] (Na2CO3), ClCCl (dichloromethane). Reaction conditions: time 2 hour. Yields the product BrC=1C=CC=C2CC(COC12)NCCC (8-bromo-3-(n-propylamino)chroman). The yield is 57.6%. As a reaction SMILES: [Br:1][C:2]1[CH:3]=[CH:4][CH:5]=[C:6]2[C:11]=1[O:10][CH2:9][CH:8]([NH2:12])[CH2:7]2.[C:13](Cl)(=O)[CH2:14][CH3:15].[BH4-].C([N+](CCCC)(CCCC)CCCC)CCC.ClCCCl>C(Cl)Cl.C([O-])([O-])=O.[Na+].[Na+]>[Br:1][C:2]1[CH:3]=[CH:4][CH:5]=[C:6]2[C:11]=1[O:10][CH2:9][CH:8]([NH:12][CH2:13][CH2:14][CH3:15])[CH2:7]2 |f:2.3,6.7.8|. Procedure: To a mixture of 8-bromo-3-aminochroman (200 mg; 0.9 mmol) in CH2Cl2 (25 ml) and 10% aqueous Na2CO3 (25 ml) was added propionyl chloride (400 mg; 2.2 mmol) and the mixture was stirred for 2 hours. The phases were separated and the organic layer was dried (MgSO4). The solvent was evaporated and the crude amide was reduced with tetrabutylammonium borohydride (400 mg, 1.6 mmol) in a boiling (1:1)-mixture (50 ml) of dichloromethane and 1,2-dichloroethane overnight. The solution was extracted with wat...